Task: describe an organic reaction: reactants, conditions, products, and yield. Dataset: the Open Reaction Database (ORD), a public repository of structured organic reaction records Starting materials: FC=1C=C(C=C(C1)F)S(=O)[O-].[Na+] (Sodium 3,5-difluoro-benzenesulfinate), BrC1=C(C=2C3=C(N(C2C=C1)C)CC1CCC3N1)C(=O)OC(C)(C)C (tert-butyl 2-bromo-5-methyl-5,6,7,8,9,10-hexahydro-7,10-epiminocyclohepta[b]indole-carboxylate). The product is FC=1C=C(C=C(C1)F)S(=O)(=O)C1=C(C=2C3=C(N(C2C=C1)C)CC1CCC3N1)C(=O)OC(C)(C)C (tert-butyl 2-(3,5-difluorophenyl)sulfonyl-5-methyl-5,6,7,8,9,10-hexahydro-7,10-epiminocyclohepta[b]indole-carboxylate). Yield: 13.0%. RXN SMILES: [F:1][C:2]1[CH:3]=[C:4]([S:9]([O-:11])=[O:10])[CH:5]=[C:6]([F:8])[CH:7]=1.[Na+].Br[C:14]1[CH:22]=[CH:21][C:20]2[N:19]([CH3:23])[C:18]3[CH2:24][CH:25]4[NH:29][CH:28]([C:17]=3[C:16]=2[C:15]=1[C:30]([O:32][C:33]([CH3:36])([CH3:35])[CH3:34])=[O:31])[CH2:27][CH2:26]4>>[F:8][C:6]1[CH:5]=[C:4]([S:9]([C:14]2[CH:22]=[CH:21][C:20]3[N:19]([CH3:23])[C:18]4[CH2:24][CH:25]5[NH:29][CH:28]([C:17]=4[C:16]=3[C:15]=2[C:30]([O:32][C:33]([CH3:36])([CH3:35])[CH3:34])=[O:31])[CH2:27][CH2:26]5)(=[O:11])=[O:10])[CH:3]=[C:2]([F:1])[CH:7]=1 |f:0.1|. Procedure details: Intermediate 21 was coupled with the product of Example 27, step B following the procedure of Example 27, step C. The crude product was purified by flash column chromatography (SiO2, 8:2 hexanes/ethyl acetate) to give tert-butyl 2-(3,5-difluorophenyl)sulfonyl-5-methyl-5,6,7,8,9,10-hexahydro-7,10-epiminocyclohepta[b]indole-carboxylate (40 mg, 13%) as an off-white solid: 1H NMR (CDCl3, 300 MHz) δ 8.17 (s, 1H), 7.67 (d, J=8.7 Hz, 1H), 7.44-7.50 (m, 2H), 7.34 (d, J=8.7 Hz, 1H), 6.91-6.96 (m, 1H), 5.... Reactants: N1CCC(CC1)CCCCOC1=NC=CC(=C1)C=O (2-(4-piperidin-4-yl-butoxy)-pyridine-4-carbaldehyde), CC1=C(C(=CC(=C1)C)N)N (3,5-dimethyl-benzene-1,2-diamine), Na2S2O5, CN(C)C=O (DMF). The product is CC1=CC(=CC=2NC(=NC21)C2=CC(=NC=C2)OCCCCC2CCN(CC2)C)C (4,6-Dimethyl-2-{2-[4-(1-methyl-piperidin-4-yl)-butoxy]-pyridin-4-yl}-1H-benzoimidazole). As a reaction SMILES: [NH:1]1[CH2:6][CH2:5][CH:4]([CH2:7][CH2:8][CH2:9][CH2:10][O:11][C:12]2[CH:17]=[C:16]([CH:18]=O)[CH:15]=[CH:14][N:13]=2)[CH2:3][CH2:2]1.[CH3:20][C:21]1[CH:26]=[C:25]([CH3:27])[CH:24]=[C:23]([NH2:28])[C:22]=1[NH2:29].[CH3:30]N(C=O)C>>[CH3:20][C:21]1[C:22]2[N:29]=[C:18]([C:16]3[CH:15]=[CH:14][N:13]=[C:12]([O:11][CH2:10][CH2:9][CH2:8][CH2:7][CH:4]4[CH2:5][CH2:6][N:1]([CH3:30])[CH2:2][CH2:3]4)[CH:17]=3)[NH:28][C:23]=2[CH:24]=[C:25]([CH3:27])[CH:26]=1. Reported procedure: 4,6-Dimethyl-2-{2-[4-(1-methyl-piperidin-4-yl)-butoxy]-pyridin-4-yl}-1H-benzoimidazole. To a stirred solution of 2-[4-(1-methyl-piperidin-4-yl)-butoxy]-isonicotinonitrile (440 mg, 1.61 mmol, 1.0 equiv) in toluene (5.0 mL) at 0° C. was added 1.0 M diisobutylaluminum hydride in toluene (2.41 mL, 2.41 mmol, 1.5 equiv). After 3 h, methanol (8 mL) and 1.0 M H2SO4 (5 mL) were added. The mixture was stirred for 30 min, and then 1.0 M NaOH (10 mL) was added, followed by satd. aq. sodium potassium tartra... The reactants are O=C1NC2=C(CCN1C1CCN(CC1)C(=O)O[C@@H](C(=O)N1CCN(CC1)C1CCN(CC1)CC1=CC=CC=C1)CC1=CC(=C(C(=C1)C)O)C)C=CC=C2 ((R)-2-[4-(1-benzyl-piperidin-4-yl)-piperazin-1-yl]-1-(4-hydroxy-3,5-dimethyl-benzyl)-2-oxo-ethyl 4-(2-oxo-1,2,4,5-tetrahydro-1,3-benzodiazepin-3-yl)-piperidine-1-carboxylate), [H][H] (hydrogen). The reagents and catalysts are [Pd] (Pd/C). Run in CO (MeOH). The product is O=C1NC2=C(CCN1C1CCN(CC1)C(=O)O[C@@H](C(N1CCN(CC1)C1CCNCC1)=O)CC1=CC(=C(C(=C1)C)O)C)C=CC=C2 ((R)-1-(4hydroxy-3,5-dimethyl-benzyl)-2-oxo-2-(4-piperidin-4-yl-piperazin-1-yl)-ethyl 4-(2-oxo-1,2,4,5-tetrahydro-1,3-benzodiazepin-3-yl)-piperidine-1-carboxylate). RXN SMILES: [O:1]=[C:2]1[N:8]([CH:9]2[CH2:14][CH2:13][N:12]([C:15]([O:17][C@H:18]([CH2:40][C:41]3[CH:46]=[C:45]([CH3:47])[C:44]([OH:48])=[C:43]([CH3:49])[CH:42]=3)[C:19]([N:21]3[CH2:26][CH2:25][N:24]([CH:27]4[CH2:32][CH2:31][N:30](CC5C=CC=CC=5)[CH2:29][CH2:28]4)[CH2:23][CH2:22]3)=[O:20])=[O:16])[CH2:11][CH2:10]2)[CH2:7][CH2:6][C:5]2[CH:50]=[CH:51][CH:52]=[CH:53][C:4]=2[NH:3]1.[H][H]>CO.[Pd]>[O:1]=[C:2]1[N:8]([CH:9]2[CH2:14][CH2:13][N:12]([C:15]([O:17][C@H:18]([CH2:40][C:41]3[CH:46]=[C:45]([CH3:47])[C:44]([OH:48])=[C:43]([CH3:49])[CH:42]=3)[C:19](=[O:20])[N:21]3[CH2:22][CH2:23][N:24]([CH:27]4[CH2:32][CH2:31][NH:30][CH2:29][CH2:28]4)[CH2:25][CH2:26]3)=[O:16])[CH2:11][CH2:10]2)[CH2:7][CH2:6][C:5]2[CH:50]=[CH:51][CH:52]=[CH:53][C:4]=2[NH:3]1. Reported procedure: A solution of 54 mg (0.08 mmol) of (R)-2-[4-(1-benzyl-piperidin-4-yl)-piperazin-1-yl]-1-(4-hydroxy-3,5-dimethyl-benzyl)-2-oxo-ethyl 4-(2-oxo-1,2,4,5-tetrahydro-1,3-benzodiazepin-3-yl)-piperidine-1-carboxylate (Example 78) in 5 mL MeOH were combined with 20 mg of 10% Pd/C and shaken at RT and 3 bar hydrogen until the reaction stopped. The catalyst was suction filtered and the solvent evaporated down i.vac. The residue was triturated with DIPE, suction filtered and dried under a high vacuum. The reactants are C1=COC=2C1=C(C3=C(C2)OC(=O)C=C3)O (Bergaptol), C(=O)([O-])[O-].[K+].[K+] (K2CO3), [I-].[Na+] (Sodium iodide), P(=O)([O-])([O-])O.[Na+].[Na+] (disodium phosphate), CC(=O)C (acetone), methyl 2-chloro propionate. Yields the product COC(C(C)OC1=C2C=CC(OC2=CC2=C1C=CO2)=O)=O (2-(7-oxo-7H-furo[3,2-g]chromen-4-yloxy)-propionic acid methyl ester). Yield: 38.5%. As a reaction SMILES: [CH:1]1[C:5]2=[C:6](O)[C:7]3[CH:14]=[CH:13][C:11](=[O:12])[O:10][C:8]=3[CH:9]=[C:4]2[O:3][CH:2]=1.[C:16]([O-])([O-])=[O:17].[K+].[K+].[I-].[Na+].P(O)([O-])([O-])=[O:25].[Na+].[Na+].[CH3:31][C:32]([CH3:34])=[O:33]>>[CH3:16][O:17][C:31](=[O:25])[CH:32]([O:33][C:6]1[C:5]2[CH:1]=[CH:2][O:3][C:4]=2[CH:9]=[C:8]2[C:7]=1[CH:14]=[CH:13][C:11](=[O:12])[O:10]2)[CH3:34] |f:1.2.3,4.5,6.7.8|. Procedure details: To a mixture of Bergaptol (10 grams, 49.5 mmol), anhydrous K2CO3 (20 grams, 144.7 mmol), Sodium iodide (2.4 grams, 16 mmol), disodium phosphate (2.4 grams, 17 mmol) in anhydrous acetone (250 mL) was added methyl 2-chloro propionate (10 mL, 87.7 mmol) and refluxed for 8 hours. Acetone was distilled and water (100 mL) was added. Crude 40 was filtered and recrystallized in a mixture of methanol:chloroform (9:1) to give pure 40 (5.5 grams, 38.5%) as a white powder. The melting point was found to be ...